Task: describe an organic reaction: reactants, conditions, products, and yield. Dataset: the Open Reaction Database (ORD), a public repository of structured organic reaction records Starting materials: CCN=C=NCCCN(C)C, CS(N)(=O)=O, CN(C)c1ccncc1, O=C(O)c1cc(Cl)c(Oc2cnc(F)c(Cl)c2)cc1F, ClCCl, Cl. Product: CS(=O)(=O)NC(=O)c1cc(Cl)c(Oc2cnc(F)c(Cl)c2)cc1F. Reaction SMILES: [CH3:22][N:23]([CH3:24])[CH2:25][CH2:26][CH2:27][N:28]=[C:29]=[N:30][CH2:31][CH3:32].[CH3:33][S:34](=[O:35])(=[O:36])[NH2:37].[CH3:38][N:39]([CH3:40])[c:41]1[cH:42][cH:43][n:44][cH:45][cH:46]1.[Cl:1][c:2]1[c:3]([O:12][c:13]2[cH:14][n:15][c:16]([F:20])[c:17]([Cl:19])[cH:18]2)[cH:4][c:5]([F:11])[c:6]([C:7](=[O:8])[OH:9])[cH:10]1.[Cl:47][CH2:48][Cl:49].[ClH:21]>>[Cl:1][c:2]1[c:3]([O:12][c:13]2[cH:14][n:15][c:16]([F:20])[c:17]([Cl:19])[cH:18]2)[cH:4][c:5]([F:11])[c:6]([C:7](=[O:8])[NH:37][S:34]([CH3:33])(=[O:35])=[O:36])[cH:10]1. Starting materials: FC=1C=C(C(C(=O)O)O)C=C(C1)F (3,5-difluoromandelic acid), Cl.N[C@@H](C)C(=O)C1(C(N(C2=C(N(C1=O)C)C=CC=C2)C)=O)N (3-(L-alaninyl)-amino-2,4-dioxo-1,5-bis-methyl-2,3,4,5-tetrahydro-1H-1,5-benzodiazepine Hydrochloride). The product is FC=1C=C(C=C(C1)F)C(C(=O)N[C@@H](C)C(=O)NC1C(N(C2=C(N(C1=O)C)C=CC=C2)C)=O)O (3-[N′-(3,5-Difluorophenyl-α-hydroxyacetyl)-L-alaninyl]amino-2,4-dioxo-1,5-bis-methyl-2,3,4,5-tetrahydro-1H-1,5-benzodiazepine). Reaction SMILES: [F:1][C:2]1[CH:3]=[C:4]([CH:10]=[C:11]([F:13])[CH:12]=1)[CH:5]([OH:9])[C:6]([OH:8])=O.Cl.N[C@H](C([C:20]1([NH2:35])[C:26](=[O:27])[N:25]([CH3:28])[C:24]2[CH:29]=[CH:30][CH:31]=[CH:32][C:23]=2[N:22]([CH3:33])[C:21]1=[O:34])=O)C>>[F:13][C:11]1[CH:10]=[C:4]([CH:5]([OH:9])[C:6]([NH:35][C@H:20]([C:26]([NH:35][CH:20]2[C:21](=[O:34])[N:22]([CH3:33])[C:23]3[CH:32]=[CH:31][CH:30]=[CH:29][C:24]=3[N:25]([CH3:28])[C:26]2=[O:27])=[O:27])[CH3:21])=[O:8])[CH:3]=[C:2]([F:1])[CH:12]=1 |f:1.2|. Procedure details: Following General Procedure I above using 3,5-difluoromandelic acid (Lancaster) and the product from Example 8-R, the title compound was prepared as an amorphous white solid. Purification was by L.C. 2000 eluting with straight EtOAc then flash chromatography eluting with CH2Cl2/Acetone (4:1 gradient to 3:1). Rf=0.39 and 0.34 (EtOAc).